From a dataset of the Open Reaction Database (ORD), a public repository of structured organic reaction records. describe an organic reaction: reactants, conditions, products, and yield Reactants: C(C)(=O)OC(C)=O (acetic anhydride), CN(C)C1=NC=CC=C1 (dimethylaminopyridine), C1(=CC=CC=C1)C1(CCCCCC1)N1CCC(CC1)N1C(NC2=C1C=CC=C2)=O (1-[1-(1-phenylcycloheptyl)-4-piperidyl]-1,3-dihydro-2H-1,3-benzimidazol-2-one). The solvent is N1=CC=CC=C1 (pyridine). Run at time 1 hour. Yields the product C(C)(=O)N1C(N(C2=C1C=CC=C2)C2CCN(CC2)C2(CCCCCC2)C2=CC=CC=C2)=O (1-Acetyl-3-[1-(1-phenylcycloheptyl)-4-piperidinyl]-1,3-dihydro-2H-benzimidazol-2-one). Isolated yield 72.5%. RXN SMILES: [C:1]1([C:7]2([N:14]3[CH2:19][CH2:18][CH:17]([N:20]4[C:24]5[CH:25]=[CH:26][CH:27]=[CH:28][C:23]=5[NH:22][C:21]4=[O:29])[CH2:16][CH2:15]3)[CH2:13][CH2:12][CH2:11][CH2:10][CH2:9][CH2:8]2)[CH:6]=[CH:5][CH:4]=[CH:3][CH:2]=1.[C:30](OC(=O)C)(=[O:32])[CH3:31].CN(C1C=CC=CN=1)C>N1C=CC=CC=1>[C:30]([N:22]1[C:23]2[CH:28]=[CH:27][CH:26]=[CH:25][C:24]=2[N:20]([CH:17]2[CH2:18][CH2:19][N:14]([C:7]3([C:1]4[CH:2]=[CH:3][CH:4]=[CH:5][CH:6]=4)[CH2:13][CH2:12][CH2:11][CH2:10][CH2:9][CH2:8]3)[CH2:15][CH2:16]2)[C:21]1=[O:29])(=[O:32])[CH3:31]. Procedure details: A mixture of 1-[1-(1-phenylcycloheptyl)-4-piperidyl]-1,3-dihydro-2H-1,3-benzimidazol-2-one (60 mg, 0.154 mmol, this was prepared as Example 17), pyridine (1 ml), acetic anhydride (44 μl, 0.462 mmol), and dimethylaminopyridine (6 mg, 0.0462 mmol) was stirred at room temperature for 1 h. After evaporation of the solvent, the residue was purified by preparative TLC (acetone/hexane:1/2) to give 48.2 mg (72.5%) of colorless oil.